This data is from the Open Reaction Database (ORD), a public repository of structured organic reaction records. The task is: describe an organic reaction: reactants, conditions, products, and yield Reaction SMILES: [Br:6][c:7]1[c:8]([NH:9][S:10]([c:11]2[cH:12][cH:13][cH:14][cH:15][cH:16]2)(=[O:17])=[O:18])[cH:19][c:20]([Br:26])[c:21]([N+:23](=[O:24])[O-:25])[cH:22]1.[OH2:27].[S:1](=[O:2])(=[O:3])([OH:4])[OH:5]>>[Br:6][c:7]1[c:8]([NH2:9])[cH:19][c:20]([Br:26])[c:21]([N+:23](=[O:24])[O-:25])[cH:22]1. Product: Nc1cc(Br)c([N+](=O)[O-])cc1Br. Reactants: O=[N+]([O-])c1cc(Br)c(NS(=O)(=O)c2ccccc2)cc1Br, O, O=S(=O)(O)O. The reactants are [Cl-].O[NH3+] (hydroxylammonium chloride), C(O)([O-])=O.[Na+] (sodium hydrogen carbonate), C(CCC)C=1N=C(NC(C1CC1=CC=C(C=C1)C=1C(=CC=CC1)C#N)=O)C (4′-[(4-butyl-2-methyl-6-oxo-1,6-dihydropyrimidin-5-yl)methyl]biphenyl-2-carbonitrile), [H-].[Na+] (sodium hydride), BrCCC1=CC=C(C=C1)F (1-(2-bromoethyl)-4-fluorobenzene). Run in CS(=O)C (dimethyl sulfoxide), C(C)(=O)OCC (ethyl acetate), CS(=O)C (dimethyl sulfoxide), CN(C=O)C (N,N-dimethylformamide), C(C)(=O)OCC (ethyl acetate). Run at time 10 minute. Product: C(CCC)C1=C(C(N(C(=N1)C)CCC1=CC=C(C=C1)F)=O)CC1=CC=C(C=C1)C1=C(C=CC=C1)C1=NOC(N1)=O (6-butyl-3-[2-(4-fluorophenyl)ethyl]-2-methyl-5-{[2′-(5-oxo-4,5-dihydro-1,2,4-oxadiazol-3-yl)biphenyl-4-yl]methyl}pyrimidin-4(3H)-one). Isolated yield 19.2%. Reaction SMILES: [CH2:1]([C:5]1[N:6]=[C:7]([CH3:27])[NH:8][C:9](=[O:26])[C:10]=1[CH2:11][C:12]1[CH:17]=[CH:16][C:15]([C:18]2[C:19]([C:24]#[N:25])=[CH:20][CH:21]=[CH:22][CH:23]=2)=[CH:14][CH:13]=1)[CH2:2][CH2:3][CH3:4].[H-].[Na+].Br[CH2:31][CH2:32][C:33]1[CH:38]=[CH:37][C:36]([F:39])=[CH:35][CH:34]=1.[Cl-].O[NH3+:42].[C:43](=[O:46])([O-])[OH:44].[Na+]>C(OCC)(=O)C.CS(C)=O.CN(C)C=O>[CH2:1]([C:5]1[N:6]=[C:7]([CH3:27])[N:8]([CH2:31][CH2:32][C:33]2[CH:38]=[CH:37][C:36]([F:39])=[CH:35][CH:34]=2)[C:9](=[O:26])[C:10]=1[CH2:11][C:12]1[CH:17]=[CH:16][C:15]([C:18]2[CH:23]=[CH:22][CH:21]=[CH:20][C:19]=2[C:24]2[NH:42][C:43](=[O:46])[O:44][N:25]=2)=[CH:14][CH:13]=1)[CH2:2][CH2:3][CH3:4] |f:1.2,4.5,6.7|. Procedure details: A mixture of 4′-[(4-butyl-2-methyl-6-oxo-1,6-dihydropyrimidin-5-yl)methyl]biphenyl-2-carbonitrile (1 g), sodium hydride (0.17 g) and N,N-dimethylformamide (10 mL) was stirred at room temperature for 10 min, 1-(2-bromoethyl)-4-fluorobenzene (0.9 g) was added, and the mixture was stirred at 150° C. for 16 hr. The reaction mixture was diluted with ethyl acetate, washed with 5% aqueous potassium hydrogen sulfate solution and then with saturated brine, and dried over anhydrous magnesium sulfate. The ... Reactants: C(C)OC(CNC(C[C@@H]1C(N(C2=C([C@@H](O1)C1=CC=CC=C1)C=C(C=C2)Cl)C(C)C)=O)=O)=O (N-[cis-7-chloro-1-isopropyl-5-phenyl-2-oxo-1,2,3,5-tetrahydro-4,1-benzoxazepin-3-ylacetyl]glycine ethyl ester), C([O-])([O-])=O.[K+].[K+] (potassium carbonate), Cl (hydrochloric acid). The solvent is CO (methanol), O (water). Reaction conditions: time 6 hour. Yields the product ClC=1C=CC2=C([C@@H](O[C@@H](C(N2C(C)C)=O)CC(=O)NCC(=O)O)C2=CC=CC=C2)C1 (N-(cis-7-chloro-1-isopropyl-5-phenyl-1,2,3,5-tetrahydro-2-oxo-4,1-benzoxazepin-3-ylacetyl)glycine). The yield is 64.4%. Reaction SMILES: C([O:3][C:4](=[O:32])[CH2:5][NH:6][C:7](=[O:31])[CH2:8][C@H:9]1[O:15][C@@H:14]([C:16]2[CH:21]=[CH:20][CH:19]=[CH:18][CH:17]=2)[C:13]2[CH:22]=[C:23]([Cl:26])[CH:24]=[CH:25][C:12]=2[N:11]([CH:27]([CH3:29])[CH3:28])[C:10]1=[O:30])C.C(=O)([O-])[O-].[K+].[K+].Cl>CO.O>[Cl:26][C:23]1[CH:24]=[CH:25][C:12]2[N:11]([CH:27]([CH3:28])[CH3:29])[C:10](=[O:30])[C@@H:9]([CH2:8][C:7]([NH:6][CH2:5][C:4]([OH:32])=[O:3])=[O:31])[O:15][C@@H:14]([C:16]3[CH:17]=[CH:18][CH:19]=[CH:20][CH:21]=3)[C:13]=2[CH:22]=1 |f:1.2.3|. Procedure details: In a mixture of 2 ml of methanol and 1 ml of water was suspended 48 mg of N-(trans-7-chloro-1-isopropyl-5-phenyl-1,2,3,5-tetrahydro-2-oxo-4,1-benzoxazepin-3-ylacetyl)glycine ethyl ester obtained in Example 55. To the suspension was added 0.1 g of potassium carbonate. The mixture was stirred for 6 hours at room temperature. The reaction mixture was adjusted to pH 4 with dilute hydrochloric acid, which was subjected to extraction with ethyl acetate. The organic layer was washed with water and drie... Starting materials: C(#N)C1=CC=C(C(=O)NC(NC2=C(C=C(OCC(=O)OC(C)(C)C)C=C2)C)=O)C=C1 (t-butyl 4-[3-(4-cyanobenzoyl)ureido]-3-methylphenoxyacetate), N1=CC=CC=C1 (pyridine), S (H2S). The solvent is C(C)N(CC)CC (triethylamine). Product: C(N)(=S)C1=CC=C(C(=O)NC(NC2=C(C=C(OCC(=O)OC(C)(C)C)C=C2)C)=O)C=C1 (t-butyl 4-[3-(4-thiocarbamoylbenzoyl)ureido]-3-methylphenoxyacetate). Reaction SMILES: [C:1]([C:3]1[CH:30]=[CH:29][C:6]([C:7]([NH:9][C:10](=[O:28])[NH:11][C:12]2[CH:26]=[CH:25][C:15]([O:16][CH2:17][C:18]([O:20][C:21]([CH3:24])([CH3:23])[CH3:22])=[O:19])=[CH:14][C:13]=2[CH3:27])=[O:8])=[CH:5][CH:4]=1)#[N:2].N1C=CC=CC=1.[SH2:37]>C(N(CC)CC)C>[C:1]([C:3]1[CH:4]=[CH:5][C:6]([C:7]([NH:9][C:10](=[O:28])[NH:11][C:12]2[CH:26]=[CH:25][C:15]([O:16][CH2:17][C:18]([O:20][C:21]([CH3:24])([CH3:23])[CH3:22])=[O:19])=[CH:14][C:13]=2[CH3:27])=[O:8])=[CH:29][CH:30]=1)(=[S:37])[NH2:2]. Reported procedure: In a similar manner to Example 1, starting material step (b), the product of step (c) (611 mg), pyridine (70 ml), triethylamine (10 ml) and H2S gas were reacted to give t-butyl 4-[3-(4-thiocarbamoylbenzoyl)ureido]-3-methylphenoxyacetate (660 mg) as a yellow solid: NMR Spectrum (DMSO-d6) 1.44 (9H, s), 2.27 (3H, s), 4.61 (2H, s), 6.76 (1H, dd), 6.83 (1H, d), 7.76 (1H, d), 7.95 (2H, d), 8.05 (2H, d), 9.67 (1H, br s), 10.06 (1H, br s), 10.55 (1H, s), 11.12 (1H, s); Mass Spectrum m/Z 466 (M+Na)+.